Dataset: the Open Reaction Database (ORD), a public repository of structured organic reaction records. Task: describe an organic reaction: reactants, conditions, products, and yield Starting materials: CCc1ncccc1CCl, O=C(OO)c1cccc(Cl)c1, ClC(Cl)Cl. Yields the product CCc1c(CCl)ccc[n+]1[O-]. As a reaction SMILES: [CH2:1]([CH3:2])[c:3]1[n:4][cH:5][cH:6][cH:7][c:8]1[CH2:9][Cl:10].[Cl:11][c:12]1[cH:13][cH:14][cH:15][c:16]([C:17]([O:18][OH:20])=[O:19])[cH:21]1.[Cl:22][CH:23]([Cl:24])[Cl:25]>>[CH2:1]([CH3:2])[c:3]1[n+:4]([O-:19])[cH:5][cH:6][cH:7][c:8]1[CH2:9][Cl:10]. The reactants are c1ccc(CN2CC3CNCC3C2)cc1, CCCCCO, Cc1c(Cl)nn2cc(-c3ccc(F)cc3)nc2c1C, Cl. Yields the product Cc1c(N2CC3CN(Cc4ccccc4)CC3C2)nn2cc(-c3ccc(F)cc3)nc2c1C. As a reaction SMILES: [CH2:20]([c:21]1[cH:22][cH:23][cH:24][cH:25][cH:26]1)[N:27]1[CH2:28][CH:29]2[CH2:30][NH:31][CH2:32][CH:33]2[CH2:34]1.[CH2:36]([OH:37])[CH2:38][CH2:39][CH2:40][CH3:41].[Cl:1][c:2]1[c:3]([CH3:19])[c:4]([CH3:18])[c:5]2[n:6]([n:7]1)[cH:8][c:9](-[c:11]1[cH:12][cH:13][c:14]([F:17])[cH:15][cH:16]1)[n:10]2.[ClH:35]>>[c:2]1([N:31]2[CH2:30][CH:29]3[CH2:28][N:27]([CH2:20][c:21]4[cH:22][cH:23][cH:24][cH:25][cH:26]4)[CH2:34][CH:33]3[CH2:32]2)[c:3]([CH3:19])[c:4]([CH3:18])[c:5]2[n:6]([n:7]1)[cH:8][c:9](-[c:11]1[cH:12][cH:13][c:14]([F:17])[cH:15][cH:16]1)[n:10]2. Starting materials: C1(C=2C(C(N1)=O)=CC=CC2)=O (Phthalimide), ClCC(=O)N1CCN(CC1)C(=O)OC(C)(C)C (tert-butyl 4-(2-chloroacetyl)piperazine-1-carboxylate), C(C)(C)N(CC)C(C)C (diisopropylethylamine). Reagents/catalysts: [I-].C(CCC)[N+](CCCC)(CCCC)CCCC (tetrabutylammonium iodide). Run in C(Cl)Cl (CH2Cl2). Yields the product O=C1N(C(C2=CC=CC=C12)=O)CC(=O)N1CCN(CC1)C(=O)OC(C)(C)C (Tert-Butyl 4-[2-(1,3-dioxo-1,3-dihydro-isoindol-2-yl)-acetyl]-piperazine-1-carboxylate). Yield: 66.5%. Reaction SMILES: [C:1]1(=[O:11])[NH:5][C:4](=[O:6])[C:3]2=[CH:7][CH:8]=[CH:9][CH:10]=[C:2]12.Cl[CH2:13][C:14]([N:16]1[CH2:21][CH2:20][N:19]([C:22]([O:24][C:25]([CH3:28])([CH3:27])[CH3:26])=[O:23])[CH2:18][CH2:17]1)=[O:15].C(N(C(C)C)CC)(C)C>[I-].C([N+](CCCC)(CCCC)CCCC)CCC.C(Cl)Cl>[O:6]=[C:4]1[C:3]2[C:2](=[CH:10][CH:9]=[CH:8][CH:7]=2)[C:1](=[O:11])[N:5]1[CH2:13][C:14]([N:16]1[CH2:21][CH2:20][N:19]([C:22]([O:24][C:25]([CH3:28])([CH3:27])[CH3:26])=[O:23])[CH2:18][CH2:17]1)=[O:15] |f:3.4|. Procedure: Phthalimide (33 mg, 0.23 mmol) was treated with tert-butyl 4-(2-chloroacetyl)piperazine-1-carboxylate (80.5 mg, 0.32 mmol), tetrabutylammonium iodide (TBAI, 84 mg, 2.3 mmol), diisopropylethylamine (DIEA, 0.20 mg, 1.14 mmol) in anhydrous CH2Cl2 (10 mL) for 24 h at 40° C. The mixture was partitioned between CH2Cl2 and water. The organic phase was separated, dried over MgSO4, filtered, concentrated, and purified by flash chromatography on a silica gel column with elution of EtOAc/hexane (1:1) to gi...